From a dataset of the Open Reaction Database (ORD), a public repository of structured organic reaction records. describe an organic reaction: reactants, conditions, products, and yield Reactants: Br, O=C([O-])[O-], CCOCC, CC(=O)O, CCOC(=O)c1cccc(-c2ccccc2-c2cc(Cl)ccc2OCc2ccccc2)n1, [K+], [K+], O. Yields the product CCOC(=O)c1cccc(-c2ccccc2-c2cc(Cl)ccc2O)n1. Reaction SMILES: [BrH:33].[C:34](=[O:35])([O-:36])[O-:37].[CH2:45]([O:46][CH2:47][CH3:48])[CH3:49].[CH3:40][C:41](=[O:42])[OH:43].[Cl:1][c:2]1[cH:3][cH:4][c:5]([O:25][CH2:26][c:27]2[cH:28][cH:29][cH:30][cH:31][cH:32]2)[c:6](-[c:8]2[c:9](-[c:14]3[cH:15][cH:16][cH:17][c:18]([C:20](=[O:21])[O:22][CH2:23][CH3:24])[n:19]3)[cH:10][cH:11][cH:12][cH:13]2)[cH:7]1.[K+:38].[K+:39].[OH2:44]>>[Cl:1][c:2]1[cH:3][cH:4][c:5]([OH:25])[c:6](-[c:8]2[c:9](-[c:14]3[cH:15][cH:16][cH:17][c:18]([C:20](=[O:21])[O:22][CH2:23][CH3:24])[n:19]3)[cH:10][cH:11][cH:12][cH:13]2)[cH:7]1. Run at time 20 minute. Reactants: Cl.C(C)N=C=NCCCN(C)C (1-Ethyl-3-(3-dimethylaminopropyl)-carbodiimide hydrochloride), C(C)(C)(C)OC(=O)NCC=1C=C(C(=O)O)C=CC1 (3-(tert-Butoxycarbonylaminomethyl)benzoic acid), COC([C@H](N)CC1=CC2=CC=CC=C2C=C1)=O ((R)-3-(2-naphthyl)alanine methyl ester). Reaction SMILES: [C:1]([O:5][C:6]([NH:8][CH2:9][C:10]1[CH:11]=[C:12]([CH:16]=[CH:17][CH:18]=1)[C:13]([OH:15])=O)=[O:7])([CH3:4])([CH3:3])[CH3:2].Cl.C(N=C=NCCCN(C)C)C.[CH3:31][O:32][C:33](=[O:47])[C@@H:34]([CH2:36][C:37]1[CH:46]=[CH:45][C:44]2[C:39](=[CH:40][CH:41]=[CH:42][CH:43]=2)[CH:38]=1)[NH2:35]>CN(C)C=O.C(N(CC)CC)C.C(OCC)(=O)C>[CH3:31][O:32][C:33](=[O:47])[C@H:34]([NH:35][C:13](=[O:15])[C:12]1[CH:16]=[CH:17][CH:18]=[C:10]([CH2:9][NH:8][C:6]([O:5][C:1]([CH3:2])([CH3:3])[CH3:4])=[O:7])[CH:11]=1)[CH2:36][C:37]1[CH:46]=[CH:45][C:44]2[C:39](=[CH:40][CH:41]=[CH:42][CH:43]=2)[CH:38]=1 |f:1.2|. Solvent: C(C)(=O)OCC (ethyl acetate), CN(C=O)C (N,N-dimethylformamide), CN(C=O)C (N,N-dimethylformamide), C(C)N(CC)CC (triethylamine). Procedure: 3-(tert-Butoxycarbonylaminomethyl)benzoic acid (5.32 g; 21.2 mmol) was dissolved in N,N-dimethylformamide (20 ml). 1-Ethyl-3-(3-dimethylaminopropyl)-carbodiimide hydrochloride (4.06 g, 21.2 mmol) was added and the mixture was stirred for 20 min. A solution of (R)-3-(2-naphthyl)alanine methyl ester (4.85 g, 21.2 mmol) in N,N-dimethylformamide (20 ml) and triethylamine (4.4 ml) was added and stirring was continued for 18 h. The mixture was diluted with ethyl acetate (400 ml) and the organic phase ... The yield is 90.8%. Product: COC([C@@H](CC1=CC2=CC=CC=C2C=C1)NC(C1=CC(=CC=C1)CNC(=O)OC(C)(C)C)=O)=O ((R)-2-(3-(tert-butoxycarbonylaminomethyl)benzoylamino)-3-(2-naphthyl)propionic acid methyl ester). The reactants are CC(=N)N, ClCCl, CCOC(=O)Cl, Cl, [Na+], [OH-], O. The product is CCOC(=O)NC(C)=N. As a reaction SMILES: [C:10]([CH3:11])(=[NH:12])[NH2:13].[CH2:14]([Cl:15])[Cl:16].[Cl:1][C:2](=[O:3])[O:4][CH2:5][CH3:6].[ClH:9].[Na+:8].[OH-:7].[OH2:17]>>[C:2](=[O:3])([O:4][CH2:5][CH3:6])[NH:13][C:10]([CH3:11])=[NH:12]. Reactants: Cl.C1(=CC=CS1)CN (2-thenylamine hydrochloride), [S-]C#N.[NH4+] (ammonium thiocyanate). Solvent: BrC1=CC=CC=C1 (bromobenzene). Yields the product C1(=CC=CS1)CNC(=S)N (N-thenylthiourea). Isolated yield 32.6%. RXN SMILES: Cl.[C:2]1([CH2:7][NH2:8])[S:6][CH:5]=[CH:4][CH:3]=1.[S-:9][C:10]#[N:11].[NH4+]>BrC1C=CC=CC=1>[C:2]1([CH2:7][NH:8][C:10]([NH2:11])=[S:9])[S:6][CH:5]=[CH:4][CH:3]=1 |f:0.1,2.3|. Reported procedure: 2-thenylamine hydrochloride (13.35 grams, 0.089 moles) and ammonium thiocyanate (7.4 grams, 0.089 moles) in 20 ml bromobenzene were heated to reflux temperature for 90 minutes. The reaction mixture was cooled and the filtered solids washed three times with water. Recrystallization from chloroform and drying over phosphorous pentoxide yielded 5.0 grams (33%) of N-thenylthiourea, m.p. 99°-101° C. The reactants are CO, O=C(O)c1ccc(F)cc1Br, O=S(Cl)Cl. Yields the product COC(=O)c1ccc(F)cc1Br. Reaction SMILES: [CH3:16][OH:17].[F:5][c:6]1[cH:7][c:8]([Br:15])[c:9]([C:10](=[O:11])[OH:12])[cH:13][cH:14]1.[S:1]([Cl:2])([Cl:3])=[O:4]>>[F:5][c:6]1[cH:7][c:8]([Br:15])[c:9]([C:10]([O:11][CH3:16])=[O:12])[cH:13][cH:14]1. The reactants are CC(=O)[O-], CCO, Cl, COc1ccc(CCNc2cc(-c3ccc(F)c(C=O)c3)nc(OC)n2)cc1, NO, [Na+]. The product is COc1ccc(CCNc2cc(-c3ccc(F)c(C=NO)c3)nc(OC)n2)cc1. RXN SMILES: [CH3:30][C:31](=[O:32])[O-:33].[CH3:37][CH2:38][OH:39].[ClH:34].[F:1][c:2]1[c:3]([CH:4]=[O:5])[cH:6][c:7](-[c:10]2[n:11][c:12]([O:27][CH3:28])[n:13][c:14]([NH:16][CH2:17][CH2:18][c:19]3[cH:20][cH:21][c:22]([O:25][CH3:26])[cH:23][cH:24]3)[cH:15]2)[cH:8][cH:9]1.[NH2:35][OH:36].[Na+:29]>>[F:1][c:2]1[c:3]([CH:4]=[N:35][OH:36])[cH:6][c:7](-[c:10]2[n:11][c:12]([O:27][CH3:28])[n:13][c:14]([NH:16][CH2:17][CH2:18][c:19]3[cH:20][cH:21][c:22]([O:25][CH3:26])[cH:23][cH:24]3)[cH:15]2)[cH:8][cH:9]1.